From a dataset of the Open Reaction Database (ORD), a public repository of structured organic reaction records. describe an organic reaction: reactants, conditions, products, and yield The reactants are N1=CC(=CC=C1)C1=NC2=C(N1CC1=CC=C(C=C1)C=1C(=CC=CC1)C(=O)OC(C)(C)C)C=CC=C2 (tert.butyl 4'-[(2-(3-pyridyl)-benzimidazol-1-yl)-methyl]biphenyl-2-carboxylate), FC(C(=O)O)(F)F.C(Cl)Cl (trifluoroacetic acid methylene chloride). Yields the product N1=CC(=CC=C1)C1=NC2=C(N1CC1=CC=C(C=C1)C=1C(=CC=CC1)C(=O)O)C=CC=C2 (4'-[(2-(3-Pyridyl)-benzimidazol-1-yl)-methyl]biphenyl-2-carboxylic acid). Reaction SMILES: [N:1]1[CH:6]=[CH:5][CH:4]=[C:3]([C:7]2[N:11]([CH2:12][C:13]3[CH:18]=[CH:17][C:16]([C:19]4[C:20]([C:25]([O:27]C(C)(C)C)=[O:26])=[CH:21][CH:22]=[CH:23][CH:24]=4)=[CH:15][CH:14]=3)[C:10]3[CH:32]=[CH:33][CH:34]=[CH:35][C:9]=3[N:8]=2)[CH:2]=1.FC(F)(F)C(O)=O.C(Cl)Cl>>[N:1]1[CH:6]=[CH:5][CH:4]=[C:3]([C:7]2[N:11]([CH2:12][C:13]3[CH:14]=[CH:15][C:16]([C:19]4[C:20]([C:25]([OH:27])=[O:26])=[CH:21][CH:22]=[CH:23][CH:24]=4)=[CH:17][CH:18]=3)[C:10]3[CH:32]=[CH:33][CH:34]=[CH:35][C:9]=3[N:8]=2)[CH:2]=1 |f:1.2|. Procedure details: Prepared in analogous manner to Example 9 from tert.butyl 4'-[(2-(3-pyridyl)-benzimidazol-1-yl)-methyl]biphenyl-2-carboxylate and trifluoroacetic acid/methylene chloride.